This data is from the Open Reaction Database (ORD), a public repository of structured organic reaction records. The task is: describe an organic reaction: reactants, conditions, products, and yield The reactants are CC(=O)O[BH-](OC(C)=O)OC(C)=O, CCN, CC(=O)O, CO, CC(C)Nc1cc(-c2cnc3cc(-c4cccc(C=O)c4)ccn23)cc(-c2ccccc2)n1, ClCCl, [Na+]. Product: CCNCc1cccc(-c2ccn3c(-c4cc(NC(C)C)nc(-c5ccccc5)c4)cnc3c2)c1. Reaction SMILES: [C:41]([O:42][BH-:43]([O:44][C:45](=[O:46])[CH3:47])[O:48][C:49](=[O:50])[CH3:51])(=[O:52])[CH3:53].[CH2:34]([CH3:35])[NH2:36].[CH3:37][C:38](=[O:39])[OH:40].[CH3:55][OH:56].[CH:1]([CH3:2])([CH3:3])[NH:4][c:5]1[n:6][c:7](-[c:28]2[cH:29][cH:30][cH:31][cH:32][cH:33]2)[cH:8][c:9](-[c:11]2[cH:12][n:13][c:14]3[n:15]2[cH:16][cH:17][c:18](-[c:20]2[cH:21][c:22]([CH:23]=[O:24])[cH:25][cH:26][cH:27]2)[cH:19]3)[cH:10]1.[Cl:57][CH2:58][Cl:59].[Na+:54]>>[CH:1]([CH3:2])([CH3:3])[NH:4][c:5]1[n:6][c:7](-[c:28]2[cH:29][cH:30][cH:31][cH:32][cH:33]2)[cH:8][c:9](-[c:11]2[cH:12][n:13][c:14]3[n:15]2[cH:16][cH:17][c:18](-[c:20]2[cH:21][c:22]([CH2:23][NH:36][CH2:34][CH3:35])[cH:25][cH:26][cH:27]2)[cH:19]3)[cH:10]1. Reactants: [Br-], C1COCCO1, CC(C)[Mg+], Cl, [Cu]I, C1CCOC1, CC(C)(O)c1cc(C=C(C#N)C#N)no1. The product is CC(C)C(c1cc(C(C)(C)O)on1)C(C#N)C#N. RXN SMILES: [Br-:16].[CH2:22]1[O:23][CH2:24][CH2:25][O:26][CH2:27]1.[CH:17]([CH3:18])([CH3:19])[Mg+:20].[ClH:21].[Cu:33][I:34].[O:28]1[CH2:29][CH2:30][CH2:31][CH2:32]1.[OH:1][C:2]([CH3:3])([CH3:4])[c:5]1[cH:6][c:7]([CH:10]=[C:11]([C:12]#[N:13])[C:14]#[N:15])[n:8][o:9]1>>[OH:1][C:2]([CH3:3])([CH3:4])[c:5]1[cH:6][c:7]([CH:10]([CH:11]([C:12]#[N:13])[C:14]#[N:15])[CH:17]([CH3:18])[CH3:19])[n:8][o:9]1. Starting materials: CC1CN(c2ccc3nc(N)c(C#N)c(Cl)c3c2)CC(C)O1, NCc1ccccc1, O. The product is CC1CN(c2ccc3nc(N)c(C#N)c(NCc4ccccc4)c3c2)CC(C)O1. As a reaction SMILES: [NH2:1][c:2]1[n:3][c:4]2[cH:5][cH:6][c:7]([N:15]3[CH2:16][CH:17]([CH3:22])[O:18][CH:19]([CH3:21])[CH2:20]3)[cH:8][c:9]2[c:10]([Cl:14])[c:11]1[C:12]#[N:13].[NH2:23][CH2:24][c:25]1[cH:26][cH:27][cH:28][cH:29][cH:30]1.[OH2:31]>>[NH2:1][c:2]1[n:3][c:4]2[cH:5][cH:6][c:7]([N:15]3[CH2:16][CH:17]([CH3:22])[O:18][CH:19]([CH3:21])[CH2:20]3)[cH:8][c:9]2[c:10]([NH:23][CH2:24][c:25]2[cH:26][cH:27][cH:28][cH:29][cH:30]2)[c:11]1[C:12]#[N:13]. The reactants are C(C1=CC=CC=C1)(C1=CC=CC=C1)N1C(=C(C2=CC(=CC=C12)Cl)CCOC1=CC=C(C(=O)O)C=C1)CCNS(=O)(=O)CC1=CC=CC=C1 (4-[2-(1-Benzhydryl-2-{2-[(benzylsulfonyl)amino]ethyl}-5-chloro-1H-indol-3-yl)ethoxy]benzoic acid), ClC1=C(C=CC=C1)CS(=O)(=O)Cl ([(2-chlorophenyl)-methyl]sulfonyl chloride). Yields the product C(C1=CC=CC=C1)(C1=CC=CC=C1)N1C(=C(C2=CC(=CC=C12)Cl)CCOC1=CC=C(C(=O)O)C=C1)CCNS(=O)(=O)CC1=C(C=CC=C1)Cl (4-(2-{1-Benzhydryl-5-chloro-2-[2 -(2-chloro-phenylmethanesulfonylamino)-ethyl]-1H indol-3-yl}-ethoxy)-benzoic acid). The yield is 86.0%. Reaction SMILES: [CH:1]([N:14]1[C:22]2[C:17](=[CH:18][C:19]([Cl:23])=[CH:20][CH:21]=2)[C:16]([CH2:24][CH2:25][O:26][C:27]2[CH:35]=[CH:34][C:30]([C:31]([OH:33])=[O:32])=[CH:29][CH:28]=2)=[C:15]1[CH2:36][CH2:37][NH:38][S:39]([CH2:42][C:43]1[CH:48]=[CH:47][CH:46]=[CH:45][CH:44]=1)(=[O:41])=[O:40])([C:8]1[CH:13]=[CH:12][CH:11]=[CH:10][CH:9]=1)[C:2]1[CH:7]=[CH:6][CH:5]=[CH:4][CH:3]=1.[Cl:49]C1C=CC=CC=1CS(Cl)(=O)=O>>[CH:1]([N:14]1[C:22]2[C:17](=[CH:18][C:19]([Cl:23])=[CH:20][CH:21]=2)[C:16]([CH2:24][CH2:25][O:26][C:27]2[CH:28]=[CH:29][C:30]([C:31]([OH:33])=[O:32])=[CH:34][CH:35]=2)=[C:15]1[CH2:36][CH2:37][NH:38][S:39]([CH2:42][C:43]1[CH:44]=[CH:45][CH:46]=[CH:47][C:48]=1[Cl:49])(=[O:41])=[O:40])([C:2]1[CH:7]=[CH:6][CH:5]=[CH:4][CH:3]=1)[C:8]1[CH:9]=[CH:10][CH:11]=[CH:12][CH:13]=1. Procedure details: To the methyl 4-{2-[2-(2-aminoethyl)-1-benzhydryl-5-chloro-1H-indol-3-yl]ethoxy}benzoate (Step 6, Example 1) was added [(2-chlorophenyl)-methyl]sulfonyl chloride according to the procedure in Example 1 Step 7 to generate the product in 86% yield.